Dataset: the Open Reaction Database (ORD), a public repository of structured organic reaction records. Task: describe an organic reaction: reactants, conditions, products, and yield Reactants: solution, Br (hydrobromic acid), O[C@@H](CNC(=O)C=1SC(=CC1)Cl)CO (N-((S)-2,3-Dihydroxypropyl)-5-chlorothiophene-2-carboxamide), C(C)(=O)OC(C)=O (acetic anhydride), CO (methanol). Solvent: C(C)(=O)O (acetic acid), C(C)(=O)O (acetic acid). Run at temperature 62.5 celsius, time 3 hour. The product is BrC[C@H](CNC(=O)C=1SC(=CC1)Cl)O (N-((S)-3-Bromo-2-hydroxypropyl)-5-chlorothiophene-2-carboxamide). As a reaction SMILES: [BrH:1].[OH:2][C@H:3]([CH2:14]O)[CH2:4][NH:5][C:6]([C:8]1[S:9][C:10]([Cl:13])=[CH:11][CH:12]=1)=[O:7].C(OC(=O)C)(=O)C.CO>C(O)(=O)C>[Br:1][CH2:14][C@@H:3]([OH:2])[CH2:4][NH:5][C:6]([C:8]1[S:9][C:10]([Cl:13])=[CH:11][CH:12]=1)=[O:7]. Procedure: 301.7 ml of a 33% solution of hydrobromic acid in acetic acid are added to a suspension of 100 g of N-((S)-2,3-dihydroxypropyl)-5-chlorothiophene-2-carboxamide (VIII) in 250 ml of glacial acetic acid at from 21 to 26° C. over a period of 30 minutes. Subsequently, 40 ml of acetic anhydride are added and the reaction mixture is stirred at from 60 to 65° C. for three hours. At 20 to 25° C., 960 ml of methanol are then added over a period of 30 minutes. The reaction mixture is stirred under reflux f... The reactants are Cl.Cl.NC1=CC(=C(C(=O)NCC2CCNCC2)C=C1Cl)OC (4-Amino-5-chloro-2-methoxy-N-(piperidin-4-ylmethyl)benzamide dihydrochloride), BrCCCCCC(=O)C1=CN(C2=CC=C(C=C12)Cl)C (6-bromo-1-(5-chloro-1-methyl-1 H-indol-3-yl)-1-hexanone). Product: NC1=CC(=C(C(=O)NCC2CCN(CC2)CCCCCC(=O)C2=CN(C3=CC=C(C=C23)Cl)C)C=C1Cl)OC (4-amino-5-chloro-2-methoxy-N-((1-(6-(5-chloro-1-methyl-1 H-indol-3-yl)-6-oxohexyl)piperidin-4-yl)methyl)benzamide). As a reaction SMILES: Cl.Cl.[NH2:3][C:4]1[C:19]([Cl:20])=[CH:18][C:7]([C:8]([NH:10][CH2:11][CH:12]2[CH2:17][CH2:16][NH:15][CH2:14][CH2:13]2)=[O:9])=[C:6]([O:21][CH3:22])[CH:5]=1.Br[CH2:24][CH2:25][CH2:26][CH2:27][CH2:28][C:29]([C:31]1[C:39]2[C:34](=[CH:35][CH:36]=[C:37]([Cl:40])[CH:38]=2)[N:33]([CH3:41])[CH:32]=1)=[O:30]>>[NH2:3][C:4]1[C:19]([Cl:20])=[CH:18][C:7]([C:8]([NH:10][CH2:11][CH:12]2[CH2:13][CH2:14][N:15]([CH2:24][CH2:25][CH2:26][CH2:27][CH2:28][C:29]([C:31]3[C:39]4[C:34](=[CH:35][CH:36]=[C:37]([Cl:40])[CH:38]=4)[N:33]([CH3:41])[CH:32]=3)=[O:30])[CH2:16][CH2:17]2)=[O:9])=[C:6]([O:21][CH3:22])[CH:5]=1 |f:0.1.2|. Reported procedure: 4-Amino-5-chloro-2-methoxy-N-(piperidin-4-ylmethyl)benzamide dihydrochloride as starting compound and 6-bromo-1-(5-chloro-1-methyl-1 H-indol-3-yl)-1-hexanone are reacted and treated in the same manner as in Example 199 to give 4-amino-5-chloro-2-methoxy-N-((1-(6-(5-chloro-1-methyl-1 H-indol-3-yl)-6-oxohexyl)piperidin-4-yl)methyl)benzamide. Starting materials: C(C)(=O)OC(C)=O (acetic anhydride), C1=CC=C2C(=C1)C(=CC(=C2N)O)S(=O)(=O)O (1-amino-2-naphthol-4-sulfonic acid), N1=CC=CC=C1 (pyridine), S(O)(O)(=O)=O (sulfuric acid), C(C)(=O)OC(C)=O (acetic anhydride). The solvent is O (water), O (water). Yields the product CC=1OC2=C(N1)C1=CC(=CC=C1C=C2)S(=O)(=O)O (2-methyl-8-sulfonaphth[1,2-d]oxazole). Reaction SMILES: [CH:1]1[CH:6]=[C:5]2[C:7](S(O)(=O)=O)=[CH:8][C:9]([OH:12])=[C:10]([NH2:11])[C:4]2=[CH:3][CH:2]=1.N1[CH:22]=[CH:21]C=CC=1.C(OC(=O)C)(=O)C.[S:30](=O)(=[O:33])([OH:32])[OH:31]>O>[CH3:21][C:22]1[O:12][C:9]2[CH:8]=[CH:7][C:5]3[C:4](=[CH:3][C:2]([S:30]([OH:33])(=[O:32])=[O:31])=[CH:1][CH:6]=3)[C:10]=2[N:11]=1. Procedure: (1 mole) of 1-amino-2-naphthol-4-sulfonic acid and 80 ml of pyridine are mixed and this mixture is then dissolved by adding 30 ml water. The amber colored solution is then heated gently in a heating jacket and 360 ml of acetic anhydride are added in small fractions. During this addition, a large amount of heat is evolved, causing the mixture to reflux vigorously. After the addition of the acetic anhydride is complete, the mixture is heated under reflux for 2 hours. By removing the solvents under... Reactants: O=C1C(O[C@H](O1)C(Cl)(Cl)Cl)CC(=O)O (((R)-5-oxo-2-trichloromethyl[1,3]dioxolan-4-yl)acetic acid), S(=O)(Cl)Cl (thionyl chloride), FC(C(=O)O)(F)F.ClC=1C=C2[C@@H](CN(CC2=C(C1)Cl)C1CC1)C1=C(C=CC=C1)N (2-((R)-6,8-dichloro-2-cyclopropyl-1,2,3,4-tetrahydroisoquinolin-4-yl)phenylamine trifluoroacetic acid salt). Run in O.C(C)#N (water acetonitrile). The product is ClC=1C=C2[C@@H](CN(CC2=C(C1)Cl)C1CC1)C1=C(C=CC=C1)N1C([C@H](CC1=O)O)=O ((S)-1-[2-((R)-6,8-Dichloro-2-cyclopropyl-1,2,3,4-tetrahydroisoquinolin-4-yl)phenyl]-3-hydroxypyrrolidine-2,5-dione). The yield is 20.1%. As a reaction SMILES: O=[C:2]1[O:6][C@H](C(Cl)(Cl)Cl)[O:4][CH:3]1[CH2:11][C:12]([OH:14])=O.S(Cl)(Cl)=O.FC(F)(F)C(O)=O.[Cl:26][C:27]1[CH:28]=[C:29]2[C:34](=[C:35]([Cl:37])[CH:36]=1)[CH2:33][N:32]([CH:38]1[CH2:40][CH2:39]1)[CH2:31][C@H:30]2[C:41]1[CH:46]=[CH:45][CH:44]=[CH:43][C:42]=1[NH2:47]>O.C(#N)C>[Cl:26][C:27]1[CH:28]=[C:29]2[C:34](=[C:35]([Cl:37])[CH:36]=1)[CH2:33][N:32]([CH:38]1[CH2:40][CH2:39]1)[CH2:31][C@H:30]2[C:41]1[CH:46]=[CH:45][CH:44]=[CH:43][C:42]=1[N:47]1[C:12](=[O:14])[CH2:11][C@H:3]([OH:4])[C:2]1=[O:6] |f:2.3,4.5|. Procedure details: Analogously to example 49, ((R)-5-oxo-2-trichloromethyl[1,3]dioxolan-4-yl)acetic acid (94 mg, see Synthesis 2002, 2165), thionyl chloride (2 ml) and 2-((R)-6,8-dichloro-2-cyclopropyl-1,2,3,4-tetrahydroisoquinolin-4-yl)phenylamine trifluoroacetic acid salt (200 mg) were reacted. The freeze-drying from water/acetonitrile afforded 31 mg of the desired product. The reactants are BrC=1C=C(C(=NC1)F)C1=C(C=NC(=C1)Cl)N (5-bromo-6′-chloro-2-fluoro-[3,4′]-bipyridinyl-3′-ylamine), [Na] (sodium), C[Si](C)(C)[NH-] ((trimethylsilyl)amide). Solvent: C1CCOC1 (THF), C1CCOC1 (THF). Conditions: time 1 hour. Yields the product BrC1=CC2=C(NC3=C2C=C(N=C3)Cl)N=C1 (3-Bromo-6-chloro-9H-dipyrido[2,3-b;4′,3′-d]pyrrole). Isolated yield 48.8%. Reaction SMILES: [Br:1][C:2]1[CH:3]=[C:4]([C:9]2[CH:14]=[C:13]([Cl:15])[N:12]=[CH:11][C:10]=2[NH2:16])[C:5](F)=[N:6][CH:7]=1.[Na].C[Si]([NH-])(C)C>C1COCC1>[Br:1][C:2]1[CH:7]=[N:6][C:5]2[NH:16][C:10]3[CH:11]=[N:12][C:13]([Cl:15])=[CH:14][C:9]=3[C:4]=2[CH:3]=1 |^1:16|. Procedure details: A solution of 5-bromo-6′-chloro-2-fluoro-[3,4′]-bipyridinyl-3′-ylamine (2.21 g, 7.32 mmol) in THF (124 mL) was added dropwise over 10 minutes to sodium his-(trimethylsilyl)amide ON solution in THF, 14.6 mL, 14.6 mmol). The reaction mixture was stirred for 1 h at ambient temperature and then quenched by the addition of water (2 mL). The resultant brown solution was partitioned between ethyl acetate (75 mL) and brine (50 mL). An off-white solid precipitated and was collected by filtration to affor... Reactants: C(CCC)C1=NC2=C(N1CC1=CC=C(C=C1)C=1C(=CC=CC1)C(=O)OC(C)(C)C)C=C(C=C2)CCCC (tert.butyl 4'-[(2,6-di-n-butyl-benzimidazol-1-yl)-methyl]biphenyl-2-carboxylate), FC(C(=O)O)(F)F.C(Cl)Cl (trifluoroacetic acid methylene chloride). The product is C(CCC)C1=NC2=C(N1CC1=CC=C(C=C1)C=1C(=CC=CC1)C(=O)O)C=C(C=C2)CCCC (4'-[(2,6-Di-n-butyl-benzimidazol-1-yl)-methyl]biphenyl-2-carboxylic acid). RXN SMILES: [CH2:1]([C:5]1[N:9]([CH2:10][C:11]2[CH:16]=[CH:15][C:14]([C:17]3[C:18]([C:23]([O:25]C(C)(C)C)=[O:24])=[CH:19][CH:20]=[CH:21][CH:22]=3)=[CH:13][CH:12]=2)[C:8]2[CH:30]=[C:31]([CH2:34][CH2:35][CH2:36][CH3:37])[CH:32]=[CH:33][C:7]=2[N:6]=1)[CH2:2][CH2:3][CH3:4].FC(F)(F)C(O)=O.C(Cl)Cl>>[CH2:1]([C:5]1[N:9]([CH2:10][C:11]2[CH:12]=[CH:13][C:14]([C:17]3[C:18]([C:23]([OH:25])=[O:24])=[CH:19][CH:20]=[CH:21][CH:22]=3)=[CH:15][CH:16]=2)[C:8]2[CH:30]=[C:31]([CH2:34][CH2:35][CH2:36][CH3:37])[CH:32]=[CH:33][C:7]=2[N:6]=1)[CH2:2][CH2:3][CH3:4] |f:1.2|. Reported procedure: Prepared in analogous manner to Example 9 from tert.butyl 4'-[(2,6-di-n-butyl-benzimidazol-1-yl)-methyl]biphenyl-2-carboxylate and trifluoroacetic acid/methylene chloride. The reactants are C(C1=CC=CC=C1)N1C(C(=CC2=C(C(=NC(=C12)C=1C=NC=CC1)C(=O)O)O)C1=CC=CC=C1)=O (1-benzyl-5-hydroxy-2-oxo-3-phenyl-8-pyridin-3-yl-1,2-dihydro-[1,7]naphthyridine-6-carboxylic acid), C=1C=CC2=C(C1)N=NN2O (HOBt), Cl.C(C)OC(C(CN)(C)C)=O (3-Amino-2,2-dimethyl-propionic acid ethyl ester HCl salt), CCN(C(C)C)C(C)C (Hunig's base), C(CCl)Cl (EDC). Run in CCOC(=O)C (EtOAc), [Cl-].[Na+].O (brine), Cl (HCl), C(Cl)Cl (CH2Cl2). Reaction conditions: time 10 minute. Product: C(C)OC(C(CNC(=O)C=1C(=C2C=C(C(N(C2=C(N1)C=1C=NC=CC1)CC1=CC=CC=C1)=O)C1=CC=CC=C1)O)(C)C)=O (3-[(1-Benzyl-5-hydroxy-2-oxo-3-phenyl-8-pyridin-3-yl-1,2-dihydro-[1,7]naphthyridine-6-carbonyl)-amino]-2,2-dimethyl-propionic acid ethyl ester). The yield is 44.1%. As a reaction SMILES: [CH2:1]([N:8]1[C:17]2[C:12](=[C:13]([OH:27])[C:14]([C:24]([OH:26])=O)=[N:15][C:16]=2[C:18]2[CH:19]=[N:20][CH:21]=[CH:22][CH:23]=2)[CH:11]=[C:10]([C:28]2[CH:33]=[CH:32][CH:31]=[CH:30][CH:29]=2)[C:9]1=[O:34])[C:2]1[CH:7]=[CH:6][CH:5]=[CH:4][CH:3]=1.C1C=CC2N(O)N=NC=2C=1.C(Cl)CCl.Cl.[CH2:50]([O:52][C:53](=[O:59])[C:54]([CH3:58])([CH3:57])[CH2:55][NH2:56])[CH3:51].CCN(C(C)C)C(C)C>C(Cl)Cl.CCOC(C)=O.[Cl-].[Na+].O.Cl>[CH2:50]([O:52][C:53](=[O:59])[C:54]([CH3:58])([CH3:57])[CH2:55][NH:56][C:24]([C:14]1[C:13]([OH:27])=[C:12]2[C:17](=[C:16]([C:18]3[CH:19]=[N:20][CH:21]=[CH:22][CH:23]=3)[N:15]=1)[N:8]([CH2:1][C:2]1[CH:7]=[CH:6][CH:5]=[CH:4][CH:3]=1)[C:9](=[O:34])[C:10]([C:28]1[CH:29]=[CH:30][CH:31]=[CH:32][CH:33]=1)=[CH:11]2)=[O:26])[CH3:51] |f:3.4,8.9.10|. Procedure details: A mixture of 1-benzyl-5-hydroxy-2-oxo-3-phenyl-8-pyridin-3-yl-1,2-dihydro-[1,7]naphthyridine-6-carboxylic acid (53 mg, 0.118 mmol) and HOBt (26 mg, 0.189 mmol) was dissolved in CH2Cl2 (3 mL). EDC (41 mg, 0.212 mmol) was added, and the resulting mixture was stirred for 10 min. 3-Amino-2,2-dimethyl-propionic acid ethyl ester HCl salt (34 mg, 0.189 mmol) and Hunig's base (0.075 mL, 0.425 mmol) were added, and the mixture was stirred overnight. The mixture was diluted with EtOAc and brine, and 1 M H... Reactants: COc1cccc(C2(O)CCN(C)CC2)c1, [NH4+], [OH-], O, O=P(O)(O)O. The product is COc1cccc(C2=CCN(C)CC2)c1. RXN SMILES: [CH3:6][O:7][c:8]1[cH:9][c:10]([C:14]2([OH:21])[CH2:15][CH2:16][N:17]([CH3:20])[CH2:18][CH2:19]2)[cH:11][cH:12][cH:13]1.[NH4+:22].[OH-:23].[OH2:24].[P:1](=[O:2])([OH:3])([OH:4])[OH:5]>>[CH3:6][O:7][c:8]1[cH:9][c:10]([C:14]2=[CH:15][CH2:16][N:17]([CH3:20])[CH2:18][CH2:19]2)[cH:11][cH:12][cH:13]1. The reactants are CC#N, CCN(C(C)C)C(C)C, N#Cc1ccc(Cl)nn1, ClCCl, NC1CCN(Cc2cc(F)cc(C(F)(F)F)c2)CC1. The product is N#Cc1ccc(NC2CCN(Cc3cc(F)cc(C(F)(F)F)c3)CC2)nn1. Reaction SMILES: [CH3:38][C:39]#[N:40].[CH:29]([N:30]([CH:31]([CH3:32])[CH3:33])[CH2:34][CH3:35])([CH3:36])[CH3:37].[Cl:1][c:2]1[cH:3][cH:4][c:5]([C:8]#[N:9])[n:6][n:7]1.[Cl:41][CH2:42][Cl:43].[F:10][c:11]1[cH:12][c:13]([CH2:14][N:15]2[CH2:16][CH2:17][CH:18]([NH2:21])[CH2:19][CH2:20]2)[cH:22][c:23]([C:25]([F:26])([F:27])[F:28])[cH:24]1>>[c:2]1([NH:21][CH:18]2[CH2:17][CH2:16][N:15]([CH2:14][c:13]3[cH:12][c:11]([F:10])[cH:24][c:23]([C:25]([F:26])([F:27])[F:28])[cH:22]3)[CH2:20][CH2:19]2)[cH:3][cH:4][c:5]([C:8]#[N:9])[n:6][n:7]1.